Dataset: the Open Reaction Database (ORD), a public repository of structured organic reaction records. Task: describe an organic reaction: reactants, conditions, products, and yield The reactants are COc1cc2nc(C)cc(Cl)c2cc1Br, C1CCNC1, CCO, [I-], [Na+], c1ccncc1. Product: COc1cc2nc(C)cc(N3CCCC3)c2cc1Br, Cl. As a reaction SMILES: [Br:1][c:2]1[cH:3][c:4]2[c:5]([Cl:15])[cH:6][c:7]([CH3:14])[n:8][c:9]2[cH:10][c:11]1[O:12][CH3:13].[CH2:16]1[CH2:17][CH2:18][NH:19][CH2:20]1.[CH3:29][CH2:30][OH:31].[I-:27].[Na+:28].[cH:21]1[cH:22][cH:23][n:24][cH:25][cH:26]1>>[Br:1][c:2]1[cH:3][c:4]2[c:5]([N:19]3[CH2:18][CH2:17][CH2:16][CH2:20]3)[cH:6][c:7]([CH3:14])[n:8][c:9]2[cH:10][c:11]1[O:12][CH3:13].[ClH:15].